Task: describe an organic reaction: reactants, conditions, products, and yield. Dataset: the Open Reaction Database (ORD), a public repository of structured organic reaction records Reactants: C1CCOC1, CCO, Cc1sc(C(=O)C=Cc2ccc(C(=O)O)cc2)c2c1C1C(C2)C1(C)C. Yields the product Cc1sc(C(=O)CCc2ccc(C(=O)O)cc2)c2c1C1C(C2)C1(C)C. Reaction SMILES: [CH2:29]1[O:30][CH2:31][CH2:32][CH2:33]1.[CH3:26][CH2:27][OH:28].[O:1]=[C:2]([CH:3]=[CH:4][c:5]1[cH:6][cH:7][c:8]([C:9](=[O:10])[OH:11])[cH:12][cH:13]1)[c:14]1[c:15]2[c:19]([c:20]([CH3:22])[s:21]1)[CH:18]1[CH:17]([CH2:16]2)[C:23]1([CH3:24])[CH3:25]>>[O:1]=[C:2]([CH2:3][CH2:4][c:5]1[cH:6][cH:7][c:8]([C:9](=[O:10])[OH:11])[cH:12][cH:13]1)[c:14]1[c:15]2[c:19]([c:20]([CH3:22])[s:21]1)[CH:18]1[CH:17]([CH2:16]2)[C:23]1([CH3:24])[CH3:25]. Starting materials: BrB(Br)Br, ClCCl, COc1ccc(F)c2c1CCN(C(=O)C(F)(F)F)CC2. Product: O=C(N1CCc2c(O)ccc(F)c2CC1)C(F)(F)F. Reaction SMILES: [B:21]([Br:22])([Br:23])[Br:24].[Cl:25][CH2:26][Cl:27].[F:1][c:2]1[cH:3][cH:4][c:5]([O:19][CH3:20])[c:6]2[c:7]1[CH2:8][CH2:9][N:10]([C:13]([C:14]([F:15])([F:16])[F:17])=[O:18])[CH2:11][CH2:12]2>>[F:1][c:2]1[cH:3][cH:4][c:5]([OH:19])[c:6]2[c:7]1[CH2:8][CH2:9][N:10]([C:13]([C:14]([F:15])([F:16])[F:17])=[O:18])[CH2:11][CH2:12]2. The reactants are CC(C)(C)C(=O)Oc2ccc1ccccc1c2 (substrate), CC[Si](CC)(CC)B1OC(C)(C)C(C)(C)O1 (effective_coupling_partner). The reagents and catalysts are PCy3. Reaction conditions: temperature 50 celsius, time 2 hour. The product is CC[Si](CC)(CC)c2ccc1ccccc1c2. Reactants: Nc1ncc(Br)nc1Br, OCc1c(F)ccc(F)c1Cl. The product is Nc1ncc(Br)nc1OCc1c(F)ccc(F)c1Cl. As a reaction SMILES: [Br:12][c:13]1[c:14]([NH2:20])[n:15][cH:16][c:17]([Br:19])[n:18]1.[Cl:1][c:2]1[c:3]([CH2:10][OH:11])[c:4]([F:9])[cH:5][cH:6][c:7]1[F:8]>>[Cl:1][c:2]1[c:3]([CH2:10][O:11][c:13]2[c:14]([NH2:20])[n:15][cH:16][c:17]([Br:19])[n:18]2)[c:4]([F:9])[cH:5][cH:6][c:7]1[F:8]. Starting materials: N(C(=N)N)C=1SC=C(N1)CCCCN (2-guanidino-4-(4-aminobutyl)thiazole), CSC(=C[N+](=O)[O-])SC (1,1-di(methylthio)-2-nitroethylene), C(C)#N (acetonitrile). Run at time 5 day. The product is N(C(=N)N)C=1SC=C(N1)CCCCNC(=C[N+](=O)[O-])NC (1-[4-(2-guanidinothiazol-4-yl)butylamino]-1-methylamino-2-nitroethylene). RXN SMILES: [NH:1]([C:5]1[S:6][CH:7]=[C:8]([CH2:10][CH2:11][CH2:12][CH2:13][NH2:14])[N:9]=1)[C:2]([NH2:4])=[NH:3].CS[C:17](SC)=[CH:18][N+:19]([O-:21])=[O:20].[C:24](#[N:26])C>>[NH:1]([C:5]1[S:6][CH:7]=[C:8]([CH2:10][CH2:11][CH2:12][CH2:13][NH:14][C:17]([NH:26][CH3:24])=[CH:18][N+:19]([O-:21])=[O:20])[N:9]=1)[C:2]([NH2:4])=[NH:3]. Procedure: A mixture of 2-guanidino-4-(4-aminobutyl)thiazole (0.43 g.) and 1,1-di(methylthio)-2-nitroethylene (0.33 g.) in acetonitrile (15 ml.) was heated under reflux for 1 hour. The mixture evaporated to dryness and 33% w/v ethanolic methylamine (200 ml.) added. The mixture was stirred for 5 days at room temperature, then filtered and the filtrate evaporated to dryness. The residue was crystallized from ethanol to give 1-[4-(2-guanidinothiazol-4-yl)butylamino]-1-methylamino-2-nitroethylene, m.p. 225° C.... Reactants: COc1ccccc1, Cc1cccc(C(=O)Cl)c1, O=S(=O)([O-])C(F)(F)F, O=S(=O)([O-])C(F)(F)F, O=S(=O)([O-])C(F)(F)F, C[N+](=O)[O-], [Sc+3]. Product: COc1ccc(C(=O)c2cccc(C)c2)cc1. Reaction SMILES: [CH3:1][O:2][c:3]1[cH:4][cH:5][cH:6][cH:7][cH:8]1.[CH3:9][c:10]1[cH:11][c:12]([C:13](=[O:14])[Cl:15])[cH:16][cH:17][cH:18]1.[F:19][C:20]([F:21])([F:22])[S:23]([O-:24])(=[O:25])=[O:26].[F:28][C:29]([F:30])([F:31])[S:32]([O-:33])(=[O:34])=[O:35].[F:36][C:37]([F:38])([F:39])[S:40]([O-:41])(=[O:42])=[O:43].[N+:44]([CH3:45])([O-:46])=[O:47].[Sc+3:27]>>[CH3:1][O:2][c:3]1[cH:4][cH:5][c:6]([C:13]([c:12]2[cH:11][c:10]([CH3:9])[cH:18][cH:17][cH:16]2)=[O:14])[cH:7][cH:8]1.